From a dataset of the Open Reaction Database (ORD), a public repository of structured organic reaction records. describe an organic reaction: reactants, conditions, products, and yield The product is C[Si](C)(C)C#CC1=CC=C(C=C1)C1=NC=CC=C1 (2-(4-Trimethylsilylethynylphenyl)pyridine). Procedure: Trimethylsilylacetylene (4.1 mL, 28.8 mmol) and tetrakis(triphenylphosphine)palladium (0) (832 mg, 0.72 mmol) were added to a suspension of (1) (4.06 g, 14.4 mmol) and copper (I) iodide (274 mg, 1.44 mmol) in triethylamine (120 mL) that had been deoxygenated with argon. The mixture was deoxygenated with argon and then stirred under argon at room temperature for 40 hours. Aqueous hydrochloric acid (3 M, 320 mL) and dichloromethane (250 mL) were added. The organic layer was separated and the aqueo... Isolated yield 71.5%. As a reaction SMILES: [CH3:1][Si:2]([C:5]#[CH:6])([CH3:4])[CH3:3].I[C:8]1[CH:13]=[CH:12][C:11]([C:14]2[CH:19]=[CH:18][CH:17]=[CH:16][N:15]=2)=[CH:10][CH:9]=1>C(N(CC)CC)C.C1C=CC([P]([Pd]([P](C2C=CC=CC=2)(C2C=CC=CC=2)C2C=CC=CC=2)([P](C2C=CC=CC=2)(C2C=CC=CC=2)C2C=CC=CC=2)[P](C2C=CC=CC=2)(C2C=CC=CC=2)C2C=CC=CC=2)(C2C=CC=CC=2)C2C=CC=CC=2)=CC=1.[Cu]I>[CH3:1][Si:2]([C:5]#[C:6][C:8]1[CH:9]=[CH:10][C:11]([C:14]2[CH:19]=[CH:18][CH:17]=[CH:16][N:15]=2)=[CH:12][CH:13]=1)([CH3:4])[CH3:3] |^1:30,32,51,70|. Conditions: time 40 hour. The reagents and catalysts are C=1C=CC(=CC1)[P](C=2C=CC=CC2)(C=3C=CC=CC3)[Pd]([P](C=4C=CC=CC4)(C=5C=CC=CC5)C=6C=CC=CC6)([P](C=7C=CC=CC7)(C=8C=CC=CC8)C=9C=CC=CC9)[P](C=1C=CC=CC1)(C=1C=CC=CC1)C=1C=CC=CC1 (tetrakis(triphenylphosphine)palladium), [Cu]I (copper (I) iodide). Solvent: C(C)N(CC)CC (triethylamine). Reactants: C[Si](C)(C)C#C (Trimethylsilylacetylene), IC1=CC=C(C=C1)C1=NC=CC=C1 (2-(4-Iodophenyl)pyridine). The reactants are C1CCOC1, O=COc1ccc([N+](=O)[O-])cc1, CC(C)(C)OC(=O)NC(CN)c1cccc(C(F)(F)F)c1. The product is CC(C)(C)OC(=O)NC(CNC=O)c1cccc(C(F)(F)F)c1. RXN SMILES: [CH2:34]1[O:35][CH2:36][CH2:37][CH2:38]1.[CH:22](=[O:23])[O:24][c:25]1[cH:26][cH:27][c:28]([N+:29]([O-:30])=[O:31])[cH:32][cH:33]1.[NH2:1][CH2:2][CH:3]([c:4]1[cH:5][c:6]([C:10]([F:11])([F:12])[F:13])[cH:7][cH:8][cH:9]1)[NH:14][C:15]([O:16][C:17]([CH3:18])([CH3:19])[CH3:20])=[O:21]>>[NH:1]([CH2:2][CH:3]([c:4]1[cH:5][c:6]([C:10]([F:11])([F:12])[F:13])[cH:7][cH:8][cH:9]1)[NH:14][C:15]([O:16][C:17]([CH3:18])([CH3:19])[CH3:20])=[O:21])[CH:22]=[O:23]. Reactants: FC=1C=C(C(=O)N)C=CC1 (3-fluorobenzamide), ClC(C=O)(C)Cl (2,2-dichloropropionaldehyde), N1N=NC2=C1C=CC=C2 (benzotriazole), C1(=CC=C(C=C1)S(=O)(=O)O)C (p-toluenesulfonic acid). Product: N1(N=NC2=C1C=CC=C2)C(C(C)(Cl)Cl)NC(C2=CC(=CC=C2)F)=O (N-[1-(1H-1,2,3-benzotriazol-1-yl)-2,2-dichloropropyl]-3-fluorobenzamide). RXN SMILES: [F:1][C:2]1[CH:3]=[C:4]([CH:8]=[CH:9][CH:10]=1)[C:5]([NH2:7])=[O:6].[Cl:11][C:12]([Cl:16])([CH3:15])[CH:13]=O.[NH:17]1[C:21]2[CH:22]=[CH:23][CH:24]=[CH:25][C:20]=2[N:19]=[N:18]1.C1(C)C=CC(S(O)(=O)=O)=CC=1>>[N:17]1([CH:13]([NH:7][C:5](=[O:6])[C:4]2[CH:8]=[CH:9][CH:10]=[C:2]([F:1])[CH:3]=2)[C:12]([Cl:16])([Cl:11])[CH3:15])[C:21]2[CH:22]=[CH:23][CH:24]=[CH:25][C:20]=2[N:19]=[N:18]1. Procedure details: A suspension of 3-fluorobenzamide, 2,2-dichloropropionaldehyde, benzotriazole, and p-toluenesulfonic acid was processed as described in Example 53A to provide the desired product. The reactants are C1CCC2=CC(=CC=C12)NC=1C(NC(C1C1=CC(=CC=C1)[N+](=O)[O-])=O)=O (3-(Indan-5-ylamino)-4-(3-nitrophenyl)-1H-pyrrole-2,5-dione), C([O-])(O)=O.[Na+] (sodium bicarbonate), crude product, C(C)(=O)OC(C)=O (acetic anhydride). Reagents/catalysts: [Pd] (Pd/C). The solvent is C(C)O (ethanol), ClCCl (dichloromethane). Conditions: time 3 hour. Yields the product C1CCC2=CC(=CC=C12)NC=1C(NC(C1C1=CC(=CC=C1)NC(C)=O)=O)=O (3-(Indan-5-ylamino)-4-(3-acetylaminophenyl)-1H-pyrrole-2,5-dione). RXN SMILES: [CH2:1]1[C:9]2[C:4](=[CH:5][C:6]([NH:10][C:11]3[C:12](=[O:26])[NH:13][C:14](=[O:25])[C:15]=3[C:16]3[CH:21]=[CH:20][CH:19]=[C:18]([N+:22]([O-])=O)[CH:17]=3)=[CH:7][CH:8]=2)[CH2:3][CH2:2]1.[C:27](OC(=O)C)(=[O:29])[CH3:28].C(=O)(O)[O-].[Na+]>C(O)C.ClCCl.[Pd]>[CH2:1]1[C:9]2[C:4](=[CH:5][C:6]([NH:10][C:11]3[C:12](=[O:26])[NH:13][C:14](=[O:25])[C:15]=3[C:16]3[CH:21]=[CH:20][CH:19]=[C:18]([NH:22][C:27](=[O:29])[CH3:28])[CH:17]=3)=[CH:7][CH:8]=2)[CH2:3][CH2:2]1 |f:2.3|. Reported procedure: 3-(Indan-5-ylamino)-4-(3-nitrophenyl)-1H-pyrrole-2,5-dione (Table A, Example A359; 0.3 g, 0.9 mmol) and 10% Pd/C (60 mg) in ethanol (25 mL) was hydrogenated at atmospheric temperature and pressure for 2 hours. The reaction mixture was filtered through Kieselguhr and the filtrate concentrated in vacuo to give an orange solid. The crude product was taken up in dichloromethane (5 mL) and treated with acetic anhydride (85 μL, 0.9 mmol) and stirred for 3 hours at ambient temperature. The reaction mix...